From a dataset of the Open Reaction Database (ORD), a public repository of structured organic reaction records. describe an organic reaction: reactants, conditions, products, and yield RXN SMILES: [C:1](#[N:2])[c:3]1[cH:4][c:5]([C:16]([c:17]2[cH:18][c:19]([OH:23])[cH:20][cH:21][cH:22]2)=[O:24])[n:6]2[c:7]1[cH:8][cH:9][c:10]1[cH:11][cH:12][cH:13][cH:14][c:15]21.[C:35](=[O:36])([O-:37])[O-:38].[CH3:41][C:42](=[O:43])[CH3:44].[Cl:26][CH2:27][CH2:28][N:29]1[CH2:30][CH2:31][O:32][CH2:33][CH2:34]1.[ClH:25].[K+:39].[K+:40]>>[C:1](#[N:2])[c:3]1[cH:4][c:5]([C:16]([c:17]2[cH:18][c:19]([O:23][CH2:27][CH2:28][N:29]3[CH2:30][CH2:31][O:32][CH2:33][CH2:34]3)[cH:20][cH:21][cH:22]2)=[O:24])[n:6]2[c:7]1[cH:8][cH:9][c:10]1[cH:11][cH:12][cH:13][cH:14][c:15]21. Product: N#Cc1cc(C(=O)c2cccc(OCCN3CCOCC3)c2)n2c1ccc1ccccc12. Reactants: N#Cc1cc(C(=O)c2cccc(O)c2)n2c1ccc1ccccc12, O=C([O-])[O-], CC(C)=O, ClCCN1CCOCC1, Cl, [K+], [K+]. Starting materials: ClC1=C(C=CC(=C1)Cl)C1=CC=2C(N(C=CC2O1)C=1C=C2C=NN(C2=CC1)CCN1CCCC1)=O (2-(2,4-dichlorophenyl)-5-(1-(2-(pyrrolidin-1-yl)ethyl)-1H-indazol-5-yl)furo[3,2-c]pyridin-4(5H)-one), Cl (HCl), C(C)OCC (diethyl ether). Solvent: C(Cl)Cl (CH2Cl2). Reaction conditions: temperature 25 celsius, time 1 hour. Yields the product Cl.ClC1=C(C=CC(=C1)Cl)C1=CC=2C(N(C=CC2O1)C=1C=C2C=NN(C2=CC1)CCN1CCCC1)=O (2-(2,4-Dichlorophenyl)-5-(1-(2-(pyrrolidin-1-yl)ethyl)-1H-indazol-5-yl)furo[3,2-c]pyridin-4(5H)-one hydrochloride). RXN SMILES: [Cl:1][C:2]1[CH:7]=[C:6]([Cl:8])[CH:5]=[CH:4][C:3]=1[C:9]1[O:17][C:16]2[CH:15]=[CH:14][N:13]([C:18]3[CH:19]=[C:20]4[C:24](=[CH:25][CH:26]=3)[N:23]([CH2:27][CH2:28][N:29]3[CH2:33][CH2:32][CH2:31][CH2:30]3)[N:22]=[CH:21]4)[C:12](=[O:34])[C:11]=2[CH:10]=1.Cl.C(OCC)C>C(Cl)Cl>[ClH:1].[Cl:1][C:2]1[CH:7]=[C:6]([Cl:8])[CH:5]=[CH:4][C:3]=1[C:9]1[O:17][C:16]2[CH:15]=[CH:14][N:13]([C:18]3[CH:19]=[C:20]4[C:24](=[CH:25][CH:26]=3)[N:23]([CH2:27][CH2:28][N:29]3[CH2:30][CH2:31][CH2:32][CH2:33]3)[N:22]=[CH:21]4)[C:12](=[O:34])[C:11]=2[CH:10]=1 |f:4.5|. Procedure: 2-Bromo-5-(1-(2-(pyrrolidin-1-yl)ethyl)-1H-indazol-5-yl)furo[3,2-c]pyridin-4(5H)-one (73 mg, 0.17 mmol), 2,4-dichlorophenylboronic acid (36 mg, 0.19 mmol), K2CO3 (47 mg, 0.34 mmol) and Pd(PPh3)2Cl2 (12 mg, 0.017 mmol) were diluted with anhydrous DMSO (4 mL) and the resulting suspension was degassed under reduced pressure for 45 min. The suspension was place under an atmosphere of Ar and heated to 95° C. for 1.75 h. The suspension was cooled and H2O was added. The aqueous suspension was filtered,... The reactants are OC=1C=C(C=C2CCN(CC2)C(=O)OC(C)(C)C)C=CC1 (tert-Butyl 4-(3-hydroxybenzylidene)piperidine-1-carboxylate), BrC1=NC=C(C=C1)F (2-bromo5-fluoropyridine), C([O-])([O-])=O.[Cs+].[Cs+] (cesium carbonate). Reagents/catalysts: CC#N.CC#N.CC#N.CC#N.F[P-](F)(F)(F)(F)F.[Cu+] (tetrakis(acetonitrile)copper(I) hexafluorophosphate). Solvent: C1(=CC=CC=C1)C (toluene). Run at temperature 100 celsius, time 60 minute. Yields the product C(C)(C)(C)OC(=O)N1CCC(CC1)=CC1=CC(=CC=C1)OC1=NC=C(C=C1)F (tert-Butyl-4-(3-(5-fluoropyridin-2-yloxy)benzylidene)piperidine-1-carboxylate). Isolated yield 41.0%. RXN SMILES: [OH:1][C:2]1[CH:3]=[C:4]([CH:19]=[CH:20][CH:21]=1)[CH:5]=[C:6]1[CH2:11][CH2:10][N:9]([C:12]([O:14][C:15]([CH3:18])([CH3:17])[CH3:16])=[O:13])[CH2:8][CH2:7]1.Br[C:23]1[CH:28]=[CH:27][C:26]([F:29])=[CH:25][N:24]=1.C(=O)([O-])[O-].[Cs+].[Cs+]>C1(C)C=CC=CC=1.CC#N.CC#N.CC#N.CC#N.F[P-](F)(F)(F)(F)F.[Cu+]>[C:15]([O:14][C:12]([N:9]1[CH2:8][CH2:7][C:6](=[CH:5][C:4]2[CH:19]=[CH:20][CH:21]=[C:2]([O:1][C:23]3[CH:28]=[CH:27][C:26]([F:29])=[CH:25][N:24]=3)[CH:3]=2)[CH2:11][CH2:10]1)=[O:13])([CH3:18])([CH3:16])[CH3:17] |f:2.3.4,6.7.8.9.10.11|. Procedure: A mixture of tert-butyl-4-(3-hydroxybenzylidene)piperidine-1-carboxylate (0.500 g; Example 57, Step 3), 2-bromo5-fluoropyridine (0.456 g, 1.50 equiv), cesium carbonate (1.13 g, 2.01 equiv), and tetrakis(acetonitrile)copper(I) hexafluorophosphate (0.058 g, 0.090 equiv) in toluene (9 mL, 0.2 M) was heated to 100° C. in a Biotage Personal microwave for 10 minutes. The reaction mixture was filtered through Celite, and the Celite was washed with dichloromethane. The filtrate was concentrated and puri... Reactants: NC=1C(=C(C=CC1)NS(=O)(=O)C)C (N-(3-amino-2-methyl-phenyl)-methanesulfonamide), ClCCN=C=O (2-chloroethylisocyanate). Run in C1CCOC1 (THF). Reaction conditions: time 8 hour. Product: ClCCNC(NC=1C(=C(C=CC1)NS(=O)(=O)C)C)=O (N-{3-[3-(2-chloro-ethyl)-ureido]-2-methyl-phenyl}-methanesulfonamide). RXN SMILES: [NH2:1][C:2]1[C:3]([CH3:13])=[C:4]([NH:8][S:9]([CH3:12])(=[O:11])=[O:10])[CH:5]=[CH:6][CH:7]=1.[Cl:14][CH2:15][CH2:16][N:17]=[C:18]=[O:19]>C1COCC1>[Cl:14][CH2:15][CH2:16][NH:17][C:18](=[O:19])[NH:1][C:2]1[C:3]([CH3:13])=[C:4]([NH:8][S:9]([CH3:12])(=[O:11])=[O:10])[CH:5]=[CH:6][CH:7]=1. Reported procedure: To a mixture of N-(3-amino-2-methyl-phenyl)-methanesulfonamide (1.5 g, from Example 6, part 1) in THF (30 mL) was added 2-chloroethylisocyanate (0.7 mL) dropwise at 0° C. The reaction mixture was slowly warmed to room temperature and stirred overnight. The precipitate was filtered, rinsed with THF, and dried to give N-{3-[3-(2-chloro-ethyl)-ureido]-2-methyl-phenyl}-methanesulfonamide (1.8 g). To the above compound (1.7 g) in acetonitrile (100 mL) was added potassium fluoride (40 wt. % on alumina... The reactants are COC(=O)c1ccc2cc(C(C)=O)oc2c1, CO, [Na+], [OH-], O. The product is CC(=O)c1cc2ccc(C(=O)O)cc2o1. As a reaction SMILES: [C:1]([CH3:2])(=[O:3])[c:4]1[o:5][c:6]2[c:7]([cH:8]1)[cH:9][cH:10][c:11]([C:13](=[O:14])[O:15][CH3:16])[cH:12]2.[CH3:19][OH:20].[Na+:18].[OH-:17].[OH2:21]>>[C:1]([CH3:2])(=[O:3])[c:4]1[o:5][c:6]2[c:7]([cH:8]1)[cH:9][cH:10][c:11]([C:13](=[O:14])[OH:15])[cH:12]2. Reactants: N(=[N+]=[N-])[C@H]1[C@@H](CCCC1)SC1=CC=CC=C1 (((trans-2-azidocyclohexyl)sulfanyl)benzene), C1(=CC=CC=C1)P(C1=CC=CC=C1)C1=CC=CC=C1 (triphenylphosphine), O (water). Solvent: C1CCOC1 (THF). Yields the product C1(=CC=CC=C1)S[C@H]1[C@@H](CCCC1)N (trans-2-(phenylsulfanyl)cyclohexanamine). RXN SMILES: [N:1]([C@@H:4]1[CH2:9][CH2:8][CH2:7][CH2:6][C@H:5]1[S:10][C:11]1[CH:16]=[CH:15][CH:14]=[CH:13][CH:12]=1)=[N+]=[N-].C1(P(C2C=CC=CC=2)C2C=CC=CC=2)C=CC=CC=1.O>C1COCC1>[C:11]1([S:10][C@@H:5]2[CH2:6][CH2:7][CH2:8][CH2:9][C@H:4]2[NH2:1])[CH:12]=[CH:13][CH:14]=[CH:15][CH:16]=1. Procedure: A room temperature solution of Example 7B (777 mg, 3.3 mmol), triphenylphosphine (2.62 g, 10.0 mmol), and water (180 mg, 10 mmol) in THF (5 mL) was stirred for 16 hours and concentrated. The concentrate was purified by flash column chromatography on silica gel with 50% ethyl acetate/hexanes followed by 10% methanol/dichloromethane to provide the desired product. MS (DCI) m/e 208 (M+H)+. Starting materials: IC1=CC=C(C=C1)C(C)C=1OCC(N1)(C)C (2-[1-(4-iodophenyl)ethyl]-4,4-dimethyl-2-oxazoline), Grignard reagent, C1=CC=CC=C1 (benzene), BrC=1SC=CC1C (2-bromo-3-methylthiophene), [Mg] (magnesium). Reagents/catalysts: [Pd](Cl)Cl (palladium chloride). Solvent: O1CCCC1 (tetrahydrofuran), C(C)(=O)O (acetic acid), O (water), O1CCCC1 (tetrahydrofuran). Conditions: time 1 hour. Yields the product Grignard reagent, CC1=C(SC=C1)C1=CC=C(C=C1)C(C)C=1OCC(N1)(C)C (2-[1-[4-(3-methyl-2-thienyl)phenyl]ethyl]-4,4-dimethyl-2-oxazoline). Yield: 93.4%. RXN SMILES: I[C:2]1[CH:7]=[CH:6][C:5]([CH:8]([C:10]2[O:11][CH2:12][C:13]([CH3:16])([CH3:15])[N:14]=2)[CH3:9])=[CH:4][CH:3]=1.Br[C:18]1[S:19][CH:20]=[CH:21][C:22]=1[CH3:23].[Mg].C1C=CC=CC=1>O1CCCC1.[Pd](Cl)Cl.C(O)(=O)C.O>[CH3:23][C:22]1[CH:21]=[CH:20][S:19][C:18]=1[C:2]1[CH:7]=[CH:6][C:5]([CH:8]([C:10]2[O:11][CH2:12][C:13]([CH3:16])([CH3:15])[N:14]=2)[CH3:9])=[CH:4][CH:3]=1. Procedure: To a solution of 8.0 g of 2-[1-(4-iodophenyl)ethyl]-4,4-dimethyl-2-oxazoline in 24 ml of anhydrous tetrahydrofuran was added 0.080 g of palladium chloride and the mixture was kept at 60° to 65° C. On the other hand, a Grignard reagent was prepared from 5.2 g of 2-bromo-3-methylthiophene, 0.8 g of magnesium turnings and 15 ml of anhydrous tetrahydrofuran. The Grignard reagent was added dropwise to the above mixture over a period of 30 minutes, while maintaining the temperature at 60° to 65° C. Af... As a reaction SMILES: [CH3:15][C:16](=[O:17])[OH:18].[Cl:1][c:2]1[cH:3][c:4]2[c:8]([cH:9][cH:10]1)[N:7]([N:11]=[O:12])[CH2:6][CH2:5]2.[OH2:13].[Zn:14]>>[Cl:1][c:2]1[cH:3][c:4]2[c:8]([cH:9][cH:10]1)[N:7]([NH2:11])[CH2:6][CH2:5]2. The product is NN1CCc2cc(Cl)ccc21. The reactants are CC(=O)O, O=NN1CCc2cc(Cl)ccc21, O, [Zn]. Starting materials: [H-].[Na+] (sodium hydride), [Cl-].[NH4+] (ammonium chloride), ClC1=NC=NC(=C1)O[C@H]1[C@H](CCCC1)C (4-chloro-6-(cis-2-methylcyclohexyloxy)pyrimidine), C(C#CC)O (2-butyn-1-ol). Solvent: O1CCCC1 (tetrahydrofuran), O1CCCC1 (tetrahydrofuran), O1CCCC1 (tetrahydrofuran). Yields the product C(C#CC)OC1=NC=NC(=C1)O[C@H]1[C@H](CCCC1)C (4-(2-butynyloxy)-6-(cis-2-methylcyclohexyloxy)pyrimidine). The yield is 72.6%. RXN SMILES: [H-].[Na+].[CH2:3]([OH:7])[C:4]#[C:5][CH3:6].Cl[C:9]1[CH:14]=[C:13]([O:15][C@@H:16]2[CH2:21][CH2:20][CH2:19][CH2:18][C@@H:17]2[CH3:22])[N:12]=[CH:11][N:10]=1.[Cl-].[NH4+]>O1CCCC1>[CH2:3]([O:7][C:9]1[CH:14]=[C:13]([O:15][C@@H:16]2[CH2:21][CH2:20][CH2:19][CH2:18][C@@H:17]2[CH3:22])[N:12]=[CH:11][N:10]=1)[C:4]#[C:5][CH3:6] |f:0.1,4.5|. Procedure: In 1 ml of tetrahydrofuran was suspended 0.03 g of sodium hydride (60% in oil), to which 0.2 ml of a tetrahydrofuran solution containing 0.04 g of 2-butyn-1-ol was slowly added dropwise under stirring at room temperature. The mixture was stirred at room temperature for 20 minutes, and 0.2 ml of a tetrahydrofuran solution containing 0.12 g of 4-chloro-6-(cis-2-methylcyclohexyloxy)pyrimidine was slowly added dropwise, followed by stirring at room temperature for 5 hours. The reaction mixture was t...